From a dataset of the Open Reaction Database (ORD), a public repository of structured organic reaction records. describe an organic reaction: reactants, conditions, products, and yield Starting materials: C(CCC)OC(=O)C1=C2NC(N(C2=NC=N1)C1=C(C=C(C(=C1)OCC1=C(C(=CC=C1OC)F)F)OC)Cl)=O (6-(n-butoxycarbonyl)-9-[2-chloro-5-(2,3-difluoro-6-methoxy-benzyloxy)-4-methoxyphenyl]-7,9-dihydro-8H-purin-8-one), [H-].C(C(C)C)[Al+]CC(C)C (diisobutylaluminium hydride), Cl (hydrochloric acid). The solvent is O1CCCC1 (tetrahydrofuran). Reaction conditions: time 30 minute. The product is ClC1=C(C=C(C(=C1)OC)OCC1=C(C(=CC=C1OC)F)F)N1C2=NC=NC(=C2NC1=O)CO (9-[2-Chloro-5-(2,3-difluoro-6-methoxybenzyloxy)-4-methoxyphenyl]-6-hydroxymethyl-7,9-dihydro-8H-purin-8-one). Yield: 83.9%. Reaction SMILES: C([O:5][C:6]([C:8]1[N:16]=[CH:15][N:14]=[C:13]2[C:9]=1[NH:10][C:11](=[O:38])[N:12]2[C:17]1[CH:22]=[C:21]([O:23][CH2:24][C:25]2[C:30]([O:31][CH3:32])=[CH:29][CH:28]=[C:27]([F:33])[C:26]=2[F:34])[C:20]([O:35][CH3:36])=[CH:19][C:18]=1[Cl:37])=O)CCC.[H-].C([Al+]CC(C)C)C(C)C.Cl>O1CCCC1>[Cl:37][C:18]1[CH:19]=[C:20]([O:35][CH3:36])[C:21]([O:23][CH2:24][C:25]2[C:30]([O:31][CH3:32])=[CH:29][CH:28]=[C:27]([F:33])[C:26]=2[F:34])=[CH:22][C:17]=1[N:12]1[C:11](=[O:38])[NH:10][C:9]2[C:13]1=[N:14][CH:15]=[N:16][C:8]=2[CH2:6][OH:5] |f:1.2|. Reported procedure: To a solution of 6-(n-butoxycarbonyl)-9-[2-chloro-5-(2,3-difluoro-6-methoxy-benzyloxy)-4-methoxyphenyl]-7,9-dihydro-8H-purin-8-one (0.82 g) in tetrahydrofuran (25 mL) was added diisobutylaluminium hydride (0.93 mol/L n-hexane solution, 4.03 mL) under ice-cooling, and the mixture was stirred at the same temperature for 30 minutes, and then stirred at room temperature for 3 hours. To the reaction mixture was added 1 mol/L hydrochloric acid, and the resulting mixture was extracted with ethyl acetat... Starting materials: C(C)OC(=O)C1C(CN(CCC1=O)C(=O)OC(C)(C)C)C (3-methyl-5-oxo-azepane-1,4-dicarboxylic acid 1-tert-butyl ester 4-ethyl ester), NC1=NNC=C1 (3-aminopyrazole). Solvent: C(C)(=O)O (acetic acid). Run at temperature 80 celsius. Product: C(C)(C)(C)OC(=O)N1CCC=2C(=C(N3N=CC=C3N2)O)C(C1)C (10-Hydroxy-9-methyl-5,6,8,9-tetrahydro-1,4,7,10a-tetraaza-cyclohepta[f]indene-7-carboxylic acid tert-butyl ester). Reaction SMILES: C(O[C:4]([CH:6]1[C:12](=O)[CH2:11][CH2:10][N:9]([C:14]([O:16][C:17]([CH3:20])([CH3:19])[CH3:18])=[O:15])[CH2:8][CH:7]1[CH3:21])=[O:5])C.[NH2:22][C:23]1[CH:27]=[CH:26][NH:25][N:24]=1>C(O)(=O)C>[C:17]([O:16][C:14]([N:9]1[CH2:8][CH:7]([CH3:21])[C:6]2=[C:4]([OH:5])[N:24]3[C:23]([N:22]=[C:12]2[CH2:11][CH2:10]1)=[CH:27][CH:26]=[N:25]3)=[O:15])([CH3:18])([CH3:19])[CH3:20]. Reported procedure: To a solution of 1.95 g (6.23 mmol) 3-methyl-5-oxo-azepane-1,4-dicarboxylic acid 1-tert-butyl ester 4-ethyl ester in 10 mL acetic acid was added 0.52 g (6.23 mmol) 3-aminopyrazole and the reaction mixture was heated at 80° C. for 3 hours. After the reaction was cooled at room temperature, the solvent was evaporated and the product purified by column chromatography (silica, DCM/MeOH 95:5). Reactants: CNC=1SC(=NN1)C (2-(N-Methyl-amino)-5-methyl-1,3,4-thiadiazole), C(C1=CC=CC=C1)(=O)Cl (benzoyl chloride). The solvent is N1=CC=CC=C1 (pyridine). The product is CN(C(C1=CC=CC=C1)=O)C=1SC(=NN1)C (N-Methyl-N-(5-methyl-1,3,4-thiadiazol-2-yl)-benzamide). As a reaction SMILES: [CH3:1][NH:2][C:3]1[S:4][C:5]([CH3:8])=[N:6][N:7]=1.[C:9](Cl)(=[O:16])[C:10]1[CH:15]=[CH:14][CH:13]=[CH:12][CH:11]=1>N1C=CC=CC=1>[CH3:1][N:2]([C:3]1[S:4][C:5]([CH3:8])=[N:6][N:7]=1)[C:9](=[O:16])[C:10]1[CH:15]=[CH:14][CH:13]=[CH:12][CH:11]=1. Procedure: 2-(N-Methyl-amino)-5-methyl-1,3,4-thiadiazole (6 g, 0.046 mole) in pyridine (190 ml) was refluxed for 6 hours with benzoyl chloride (9.7 g, 0.069 mole) and the pyridine then evaporated off under reduced pressure. The residue was treated with water, made alkaline with sodium hydroxide solution and extracted with chloroform. The chloroform was washed with a saturated solution of sodium bicarbonate and a saturated solution of sodium chloride, dried, filtered and evaporated to yield title product wh... Reactants: C(C(C)=C)Cl (methallyl chloride), [I-].[K+] (potassium iodide), CC=1C(=C(C=CC1)O)[N+](=O)[O-] (3-methyl-2-nitrophenol), C([O-])([O-])=O.[K+].[K+] (potassium carbonate). Solvent: CS(=O)C (dimethyl sulfoxide), O (water). As a reaction SMILES: [CH3:1][C:2]1[C:3]([N+:9]([O-:11])=[O:10])=[C:4]([OH:8])[CH:5]=[CH:6][CH:7]=1.C(=O)([O-])[O-].[K+].[K+].[CH2:18](Cl)[C:19](=[CH2:21])[CH3:20].[I-].[K+]>CS(C)=O.O>[CH3:20][C:19]([CH2:21][O:8][C:4]1[CH:5]=[CH:6][CH:7]=[C:2]([CH3:1])[C:3]=1[N+:9]([O-:11])=[O:10])=[CH2:18] |f:1.2.3,5.6|. Product: CC(=C)COC1=C(C(=CC=C1)C)[N+](=O)[O-] (2-methyl-3-(3-methyl-2-nitrophenoxy)-1-propene). Isolated yield 100.2%. Procedure details: A mixture of 20.0 grams (0.130 mole) of 3-methyl-2-nitrophenol and 22.5 grams (0.163 mole) of potassium carbonate in 200 mL of dimethyl sulfoxide was stirred, and 15.3 mL (0.156 mole) of methallyl chloride was added dropwise during a five minute period. Upon completion of addition, 5.4 grams (0.033 mole) of potassium iodide was added in one portion. The reaction mixture was then stirred at ambient temperature for about 18 hours. After this time the reaction mixture was poured into 500 mL of wate... Starting materials: C1OC2(CCC(CC2)=COC)OC1 (1,1-ethylenedioxy-4-(methoxymethylene)cyclohexane), C(C)(=O)O (acetic acid). The solvent is O (water), O (water). Yields the product C(=O)C1CCC(CC1)=O (4-formylcyclohexanone). Isolated yield 86.5%. RXN SMILES: C1CO[C:3]2([CH2:8][CH2:7][C:6](=[CH:9][O:10]C)[CH2:5][CH2:4]2)[O:2]1.C(O)(=O)C>O>[CH:9]([CH:6]1[CH2:7][CH2:8][C:3](=[O:2])[CH2:4][CH2:5]1)=[O:10]. Reported procedure: A mixture of 28.2 g of 1,1-ethylenedioxy-4-(methoxymethylene)cyclohexane, 770 ml of glacial acetic acid and 385 ml of water was heated to reflux for 1 hour in a round flask while gassing with nitrogen. Thereafter, the yellowish clear solution was cooled to room temperature, diluted with 800 ml of water and extracted three times with 700 ml of methylene chloride each time. The organic phases were washed twice with 500 ml of 10% (wt./vol.) sodium carbonate solution each time, dried over sodium sul... Reactants: N1=C(C=NC=C1)C1=NNC(=N1)C1=NC=CN=C1 (3,5-dipyrazinyl-1,2,4-triazole), CN(C(=O)Cl)C (dimethylcarbamoyl chloride), [H-].[Na+] (sodium hydride). Solvent: O1CCCC1 (tetrahydrofuran), O1CCCC1 (tetrahydrofuran). Product: CN(C(=O)N1N=C(N=C1C1=NC=CN=C1)C1=NC=CN=C1)C (1-DIMETHYLCARBAMOYL-3,5-DIPYRAZINYL-1,2,4-TRIAZOLE). As a reaction SMILES: [N:1]1[CH:6]=[CH:5][N:4]=[CH:3][C:2]=1[C:7]1[N:11]=[C:10]([C:12]2[CH:17]=[N:16][CH:15]=[CH:14][N:13]=2)[NH:9][N:8]=1.[H-].[Na+].[CH3:20][N:21]([CH3:25])[C:22](Cl)=[O:23]>O1CCCC1>[CH3:20][N:21]([CH3:25])[C:22]([N:8]1[C:7]([C:2]2[CH:3]=[N:4][CH:5]=[CH:6][N:1]=2)=[N:11][C:10]([C:12]2[CH:17]=[N:16][CH:15]=[CH:14][N:13]=2)=[N:9]1)=[O:23] |f:1.2|. Procedure details: To 2.25 g. (0.01 mole) of 3,5-dipyrazinyl-1,2,4-triazole in 200 ml. of tetrahydrofuran is added 57% sodium hydride (0.42 g., 0.01 mole). The reaction mixture is heated at reflux for one hour, cooled, and a solution of dimethylcarbamoyl chloride (1 gram, 0.01 mole) in 10 ml. of tetrahydrofuran is added dropwise. The reaction mixture is then refluxed four hours, cooled, filtered and concentrated to a solid. After recrystallization from benzene 1-dimethylcarbamoyl-3,5-dipyrazinyl-1,2,4-triazole is ...